Dataset: the Open Reaction Database (ORD), a public repository of structured organic reaction records. Task: describe an organic reaction: reactants, conditions, products, and yield Starting materials: ClC1=NC(=CC(=N1)N1[C@@H](COCC1)C)C[S@@](=O)C ((R)-4-(2-chloro-6-((S)-methylsulfinylmethyl)pyrimidin-4-yl)-3-methylmorpholine), ClC1=NC(=CC(=N1)N1[C@@H](COCC1)C)C[S@](=O)C ((R)-4-(2-chloro-6-((R)-methylsulfinylmethyl)pyrimidin-4-yl)-3-methylmorpholine), I(=O)(=O)(=O)[O-].[Na+] (Sodium meta-periodate), ClC1=NC(=CC(=N1)N1[C@@H](COCC1)C)CSC ((R)-4-(2-chloro-6-(methylthiomethyl)pyrimidin-4-yl)-3-methylmorpholine). Run in C(Cl)Cl (DCM), O (water), CCOC(=O)C (EtOAc), CO (MeOH). Run at temperature 20 celsius, time 16 hour. Yields the product ClC1=NC(=CC(=N1)N1[C@@H](COCC1)C)CS(=O)C ((R)-4-(2-chloro-6-(methylsulfinylmethyl)pyrimidin-4-yl)-3-methylmorpholine). Yield: 70.0%. Reaction SMILES: [Cl:1][C:2]1[N:7]=[C:6]([N:8]2[CH2:13][CH2:12][O:11][CH2:10][C@H:9]2[CH3:14])[CH:5]=[C:4]([CH2:15][S@:16]([CH3:18])=[O:17])[N:3]=1.ClC1N=C(N2CCOC[C@H]2C)C=C(C[S@@](C)=O)N=1.I([O-])(=O)(=O)=O.[Na+].ClC1N=C(N2CCOC[C@H]2C)C=C(CSC)N=1>O.CCOC(C)=O.CO.C(Cl)Cl>[Cl:1][C:2]1[N:7]=[C:6]([N:8]2[CH2:13][CH2:12][O:11][CH2:10][C@H:9]2[CH3:14])[CH:5]=[C:4]([CH2:15][S:16]([CH3:18])=[O:17])[N:3]=1 |f:2.3|. Procedure details: (R)-3-methylmorpholine (7.18 g, 71.01 mmol) and triethylamine (12.87 ml, 92.31 mmol) were added to methyl 2,4-dichloropyrimidine-6-carboxylate (14.70 g, 71.01 mmol) in DCM (100 ml). The resulting mixture was stirred at RT for 18 hours. Water (100 ml) was added, the layers separated and extracted with DCM (3×75 ml). The combined organics were dried over MgSO4, concentrated in vacuo and the residue triturated with Et2O to yield (R)-methyl 2-chloro-6-(3-methylmorpholino)pyrimidine-4-carboxylate (14... Starting materials: ofp-chlorobenzylhydrazine, Cl.ClC1=CC=C(C=NNC(SC)=N)C=C1 (Methyl 3-(4-chlorobenzylidene)thiocarbazimidate hydrochloride), 1-(p-chlorobenzyl)-S-methylisothiosemicarbazide, NN (hydrazine). Solvent: C(C)O (ethanol), C(C)O (ethanol). Yields the product NNC(=N)NNCC1=CC=C(C=C1)Cl (1-amino-3-(p-chlorobenzylamino)guanidine). RXN SMILES: [ClH:1].Cl[C:3]1[CH:15]=[CH:14][C:6]([CH:7]=[N:8][NH:9][C:10](=[NH:13])SC)=[CH:5][CH:4]=1.[NH2:16][NH2:17]>C(O)C>[NH2:16][NH:17][C:10]([NH:9][NH:8][CH2:7][C:6]1[CH:14]=[CH:15][C:3]([Cl:1])=[CH:4][CH:5]=1)=[NH:13] |f:0.1|. Procedure: The same compound is synthesized by the reaction of equimolar quantities ofp-chlorobenzylhydrazine and methyl-3-(4-chlorobenzylidene)thiocarbazimidatehydrochloride (see Example 10) in hot ethanol. It is also prepared by the reaction of equimolar amounts of 1-(p-chlorobenzyl)-S-methylisothiosemicarbazide and hydrazine in warm ethanol, which affords 1-amino-3-(p-chlorobenzylamino)guanidine, followed by treatment of the latter with an equimolar quantity of p-chlorobenzaldehyde in hot isopropanol. The reactants are C[Si](C)(C)Cl (trimethylsilyl chloride), COC1=CC=C(C=C1)S(=O)(=O)NC(C(=O)O)CCN1C(C=2C(C1=O)=CC=CC2)=O ((±)-N-(4-methoxybenzensulfonyl)-2-(2-phthalimidoethyl)glycine), product. Solvent: CO (methanol), O1CCCC1 (tetrahydrofuran). The product is COC(C(NS(=O)(=O)C1=CC=C(C=C1)OC)CCN1C(C=2C(C1=O)=CC=CC2)=O)=O ((±)-N-(4-Methoxybenzenesulfonyl)-2-(2-phthalimidoethyl)glycine Methyl Ester). The yield is 96.0%. RXN SMILES: [CH3:1][Si](Cl)(C)C.[CH3:6][O:7][C:8]1[CH:13]=[CH:12][C:11]([S:14]([NH:17][CH:18]([CH2:22][CH2:23][N:24]2[C:28](=[O:29])[C:27]3=[CH:30][CH:31]=[CH:32][CH:33]=[C:26]3[C:25]2=[O:34])[C:19]([OH:21])=[O:20])(=[O:16])=[O:15])=[CH:10][CH:9]=1>CO.O1CCCC1>[CH3:1][O:20][C:19](=[O:21])[CH:18]([CH2:22][CH2:23][N:24]1[C:28](=[O:29])[C:27]2=[CH:30][CH:31]=[CH:32][CH:33]=[C:26]2[C:25]1=[O:34])[NH:17][S:14]([C:11]1[CH:10]=[CH:9][C:8]([O:7][CH3:6])=[CH:13][CH:12]=1)(=[O:15])=[O:16]. Reported procedure: After addition of trimethylsilyl chloride (0.65 g, 5.1 mmol) to a solution of (±)-N-(4-methoxybenzensulfonyl)-2-(2-phthalimidoethyl)glycine (1.08 g, 2.6 mmol), the product of Example 21, in a mixture of methanol (10 ml) and tetrahydrofuran (10 ml), the mixture was heated under reflux for 2 hours. The solvent of the reaction mixture was evaporated under reduced pressure. To the residue, a saturated aqueous solution of sodium hydrogencarbonate was added and this was extracted with ethyl acetate. T... Reactants: CN(C)C=O, Fc1ccc(CCl)nc1, Nc1ncccc1-c1cc(Cc2ccc(O)cc2)no1, [Na+], C1CCOC1, [OH-]. Yields the product Nc1ncccc1-c1cc(Cc2ccc(OCc3ccc(F)cn3)cc2)no1. As a reaction SMILES: [CH3:37][N:38]([CH3:39])[CH:40]=[O:41].[Cl:28][CH2:29][c:30]1[n:31][cH:32][c:33]([F:36])[cH:34][cH:35]1.[NH2:8][c:9]1[n:10][cH:11][cH:12][cH:13][c:14]1-[c:15]1[cH:16][c:17]([CH2:20][c:21]2[cH:22][cH:23][c:24]([OH:27])[cH:25][cH:26]2)[n:18][o:19]1.[Na+:7].[O:1]1[CH2:2][CH2:3][CH2:4][CH2:5]1.[OH-:6]>>[NH2:8][c:9]1[n:10][cH:11][cH:12][cH:13][c:14]1-[c:15]1[cH:16][c:17]([CH2:20][c:21]2[cH:22][cH:23][c:24]([O:27][CH2:29][c:30]3[n:31][cH:32][c:33]([F:36])[cH:34][cH:35]3)[cH:25][cH:26]2)[n:18][o:19]1. The yield is 83.0%. Starting materials: FC=1C=C(C(=O)NC=2C=CC(=C(C2)NC(C2=CC=C(C=C2)CN(CC)CC)=O)C)C=C(C1)F (N-[5-(3,5-difluorobenzamido)-2-methylphenyl]-4-diethylaminomethylbenzamide), N1CCCCC1 (piperidine). RXN SMILES: [F:1][C:2]1[CH:3]=[C:4]([CH:30]=[C:31](F)[CH:32]=1)[C:5]([NH:7][C:8]1[CH:9]=[CH:10][C:11]([CH3:29])=[C:12]([NH:14][C:15](=[O:28])[C:16]2[CH:21]=[CH:20][C:19]([CH2:22][N:23]([CH2:26][CH3:27])[CH2:24][CH3:25])=[CH:18][CH:17]=2)[CH:13]=1)=[O:6].[NH:34]1[CH2:39][CH2:38][CH2:37][CH2:36][CH2:35]1>>[F:1][C:2]1[CH:3]=[C:4]([CH:30]=[C:31]([N:34]2[CH2:39][CH2:38][CH2:37][CH2:36][CH2:35]2)[CH:32]=1)[C:5]([NH:7][C:8]1[CH:9]=[CH:10][C:11]([CH3:29])=[C:12]([NH:14][C:15](=[O:28])[C:16]2[CH:17]=[CH:18][C:19]([CH2:22][N:23]([CH2:24][CH3:25])[CH2:26][CH3:27])=[CH:20][CH:21]=2)[CH:13]=1)=[O:6]. Procedure: Using an analogous procedure to that described in Example 67 except that the reaction mixture was heated to 100° C. for 16 hours rather than for 6 days, N-[5-(3,5-difluorobenzamido)-2-methylphenyl]-4-diethylaminomethylbenzamide was reacted with piperidine. There was thus obtained the title compound in 83% yield; NMR Spectrum: (DMSOd6) 0.98 (t, 6H), 1.3-1.7 (m, 8H), 2.2 (s, 3H), 2.4-2.5 (m, 2H), 3.2-3.4 (m, 4H), 6.85-6.95 (m, 1H), 7.0-7.1 (m, 1H), 7.2-7.3 (m, 2H), 7.45 (d, 2H), 7.5-7.6 (m, 1H), 7... The product is FC=1C=C(C(=O)NC=2C=CC(=C(C2)NC(C2=CC=C(C=C2)CN(CC)CC)=O)C)C=C(C1)N1CCCCC1 (N-[5-(3-fluoro-5-piperidinobenzamido)-2-methylphenyl]-4-diethylaminomethylbenzamide). Reactants: CO, CCCCCCCCC#Cc1ccc(CN(C(=O)CCC2CCCC2)c2cccc(C(=O)OC)c2)cc1, [Na+], [OH-]. Product: CCCCCCCCC#Cc1ccc(CN(C(=O)CCC2CCCC2)c2cccc(C(=O)O)c2)cc1. As a reaction SMILES: [CH3:40][OH:41].[CH:1]1([CH2:6][CH2:7][C:8](=[O:9])[N:10]([c:11]2[cH:12][c:13]([C:14](=[O:15])[O:16][CH3:17])[cH:18][cH:19][cH:20]2)[CH2:21][c:22]2[cH:23][cH:24][c:25]([C:28]#[C:29][CH2:30][CH2:31][CH2:32][CH2:33][CH2:34][CH2:35][CH2:36][CH3:37])[cH:26][cH:27]2)[CH2:2][CH2:3][CH2:4][CH2:5]1.[Na+:39].[OH-:38]>>[CH:1]1([CH2:6][CH2:7][C:8](=[O:9])[N:10]([c:11]2[cH:12][c:13]([C:14](=[O:15])[OH:16])[cH:18][cH:19][cH:20]2)[CH2:21][c:22]2[cH:23][cH:24][c:25]([C:28]#[C:29][CH2:30][CH2:31][CH2:32][CH2:33][CH2:34][CH2:35][CH2:36][CH3:37])[cH:26][cH:27]2)[CH2:2][CH2:3][CH2:4][CH2:5]1. Reactants: BrC1=C(C(=CC(=C1)F)Br)Cl (2,6-dibromo-4-fluoro-1-chlorobenzene), C(C1=CC=CC=C1)(C1=CC=CC=C1)=N (benzophenone imine), CC(C)([O-])C.[Na+] (sodium t-butoxide), C1=CC=C(C=C1)P(C2=CC=CC=C2)C3=C(C4=CC=CC=C4C=C3)C5=C(C=CC6=CC=CC=C65)P(C7=CC=CC=C7)C8=CC=CC=C8 ((S)-BINAP), BrC=1C(=C(N=C(C2=CC=CC=C2)C2=CC=CC=C2)C=C(C1)F)Cl (3-bromo-2-chloro-N-(diphenylmethylene)-5-fluoroaniline). The reagents and catalysts are C=1C=CC(=CC1)/C=C/C(=O)/C=C/C2=CC=CC=C2.C=1C=CC(=CC1)/C=C/C(=O)/C=C/C2=CC=CC=C2.C=1C=CC(=CC1)/C=C/C(=O)/C=C/C2=CC=CC=C2.[Pd].[Pd] (Pd2(dba)3). Run in C1(=CC=CC=C1)C (toluene). Run at temperature 80 celsius. Product: BrC=1C(=C(N)C=C(C1)F)Cl (3-Bromo-2-chloro-5-fluoroaniline). As a reaction SMILES: [Br:1][C:2]1[C:3]([Cl:23])=[C:4]([CH:19]=[C:20]([F:22])[CH:21]=1)[N:5]=C(C1C=CC=CC=1)C1C=CC=CC=1.BrC1C=C(F)C=C(Br)C=1Cl.C(=N)(C1C=CC=CC=1)C1C=CC=CC=1.CC(C)([O-])C.[Na+].C1C=CC(P(C2C=CC3C(=CC=CC=3)C=2C2C3C(=CC=CC=3)C=CC=2P(C2C=CC=CC=2)C2C=CC=CC=2)C2C=CC=CC=2)=CC=1>C1C=CC(/C=C/C(/C=C/C2C=CC=CC=2)=O)=CC=1.C1C=CC(/C=C/C(/C=C/C2C=CC=CC=2)=O)=CC=1.C1C=CC(/C=C/C(/C=C/C2C=CC=CC=2)=O)=CC=1.[Pd].[Pd].C1(C)C=CC=CC=1>[Br:1][C:2]1[C:3]([Cl:23])=[C:4]([CH:19]=[C:20]([F:22])[CH:21]=1)[NH2:5] |f:3.4,6.7.8.9.10|. Reported procedure: 3-bromo-2-chloro-N-(diphenylmethylene)-5-fluoroaniline. A mixture of 2,6-dibromo-4-fluoro-1-chlorobenzene (865 mg, 3 mmol), benzophenone imine (0.61 ml, 3.6 mmol), Pd2(dba)3 (137 mg, 0.15 mmol), sodium t-butoxide (432 mg, 4.5 mmol), (S)-BINAP (280 mg, 0.45 mmol), and toluene (30 ml) was heated at 80° C. for 16 h. The mixture was extracted with ethyl acetate and the combined organic phase washed with brine. The organic phase was dried over sodium sulfate and concentrated. The crude product was pu...